This data is from the Open Reaction Database (ORD), a public repository of structured organic reaction records. The task is: describe an organic reaction: reactants, conditions, products, and yield Reactants: S(=S)(=O)([O-])[O-].[Na+].[Na+] (sodium thiosulfate), II (Iodine), [OH-].[K+] (potassium hydroxide), [N+](=O)([O-])C1=CC=C2C=NNC2=C1 (6-nitro-1H-indazole). The solvent is CN(C=O)C (N,N-dimethylformamide). Conditions: time 1 hour. Product: IC1=NNC2=CC(=CC=C12)[N+](=O)[O-] (3-Iodo-6-nitro-1H-indazole). The yield is 85.1%. Reaction SMILES: [I:1]I.[OH-].[K+].[N+:5]([C:8]1[CH:16]=[C:15]2[C:11]([CH:12]=[N:13][NH:14]2)=[CH:10][CH:9]=1)([O-:7])=[O:6].S([O-])([O-])(=O)=S.[Na+].[Na+]>CN(C)C=O>[I:1][C:12]1[C:11]2[C:15](=[CH:16][C:8]([N+:5]([O-:7])=[O:6])=[CH:9][CH:10]=2)[NH:14][N:13]=1 |f:1.2,4.5.6|. Procedure: Iodine (2.14 g, manufactured by Kanto Chemical Co., Inc.) and potassium hydroxide (475 mg, manufactured by Wako Pure Chemical Industries, Ltd.) were added to a solution of 6-nitro-1H-indazole (690 mg, manufactured by Wako Pure Chemical Industries, Ltd.) in N,N-dimethylformamide (20 mL, manufactured by Kanto Chemical Co., Inc.), and the mixture was stirred for one hour at room temperature. A saturated aqueous solution of sodium thiosulfate (20 mL) was added to the reaction solution, and the mixtu... The reactants are CC(CCCCCC)(C)C=1C=CC(=C(C1)O)CCC(CCNC(=O)OC)O (5-(1,1-dimethylheptyl)-2-[3-hydroxy-5-(N-methoxycarbonylamino)pentyl]phenol). Reagents/catalysts: [Pd] (palladium on carbon). Product: COC(=O)N1[C@H](C[C@H](CC1)O)C1=C(C=C(C=C1)C(CCCCCC)(C)C)OCC1=CC=CC=C1 (N-methoxycarbonyl cis-2-[2-benzyloxy-4-(1,1-dimethylheptyl)phenyl]-4-piperidinol), COC(=O)N1[C@H](C[C@H](CC1)O)C1=C(C=C(C=C1)C(CCCCCC)(C)C)O (N-Methoxycarbonyl-cis-2-[4-(1,1-dimethylheptyl)-2-hydroxyphenyl]-4-piperidinol), mixture. Isolated yield 35.0%. As a reaction SMILES: [CH3:1][C:2]([C:10]1[CH:11]=[CH:12][C:13]([CH2:17][CH2:18][CH:19]([OH:27])[CH2:20][CH2:21][NH:22][C:23]([O:25][CH3:26])=[O:24])=[C:14]([OH:16])[CH:15]=1)([CH3:9])[CH2:3][CH2:4][CH2:5][CH2:6][CH2:7][CH3:8]>[Pd]>[CH3:26][O:25][C:23]([N:22]1[CH2:21][CH2:20][C@H:19]([OH:27])[CH2:18][C@@H:17]1[C:13]1[CH:12]=[CH:11][C:10]([C:2]([CH3:1])([CH3:9])[CH2:3][CH2:4][CH2:5][CH2:6][CH2:7][CH3:8])=[CH:15][C:14]=1[O:16][CH2:2][C:10]1[CH:11]=[CH:12][CH:13]=[CH:14][CH:15]=1)=[O:24].[CH3:26][O:25][C:23]([N:22]1[CH2:21][CH2:20][C@H:19]([OH:27])[CH2:18][C@@H:17]1[C:13]1[CH:12]=[CH:11][C:10]([C:2]([CH3:1])([CH3:9])[CH2:3][CH2:4][CH2:5][CH2:6][CH2:7][CH3:8])=[CH:15][C:14]=1[OH:16])=[O:24]. Procedure: Debenzylation of 177 mg (0.377 mmole) of N-methoxycarbonyl cis-2-[2-benzyloxy-4-(1,1-dimethylheptyl)phenyl]-4-piperidinol with 144 mg of 5% palladium on carbon (50% wet) by the procedure of Example 4 affords 81.3 mg (57%) of the title compound as an oil, 4.1 mg (3%) of by-product 5-(1,1-dimethylheptyl)-2-[3-hydroxy-5-(N-methoxycarbonylamino)pentyl]phenol as an oil, and 49.2 mg (35%) of a mixture of the two. Starting materials: Cl.COC(CCC1=CC(=CC=C1)CN)=O (3-(3-aminomethyl-phenyl)-propionic acid methyl ester hydrochloride salt), O1CCOC2=C1C=CC(=C2)C=O (2,3-dihydro-benzo[1,4]dioxine-6-carbaldehyde), imine. The solvent is CO (MeOH). The product is COC(CCC1=CC(=CC=C1)CNCC1=CC2=C(OCCO2)C=C1)=O (3-(3-{[(2,3-Dihydro-benzo[1,4]dioxin-6-ylmethyl)-amino]-methyl}-phenyl)-propionic acid methyl ester). RXN SMILES: Cl.[CH3:2][O:3][C:4](=[O:15])[CH2:5][CH2:6][C:7]1[CH:12]=[CH:11][CH:10]=[C:9]([CH2:13][NH2:14])[CH:8]=1.[O:16]1[C:21]2[CH:22]=[CH:23][C:24]([CH:26]=O)=[CH:25][C:20]=2[O:19][CH2:18][CH2:17]1>CO>[CH3:2][O:3][C:4](=[O:15])[CH2:5][CH2:6][C:7]1[CH:12]=[CH:11][CH:10]=[C:9]([CH2:13][NH:14][CH2:26][C:24]2[CH:23]=[CH:22][C:21]3[O:16][CH2:17][CH2:18][O:19][C:20]=3[CH:25]=2)[CH:8]=1 |f:0.1|. Reported procedure: The title compound of Step A was prepared from 3-(3-aminomethyl-phenyl)-propionic acid methyl ester hydrochloride salt, of Preparation 44, and 2,3-dihydro-benzo[1,4]dioxine-6-carbaldehyde using the method described in Example 1, Step A except the imine was formed in MeOH at reflux over 3 h. 1H NMR (400 MHz, CDCl3) δ 7.26-7.16 (m, 3H), 7.07 (d, 1H), 6.85-6.78 (m, 3H), 4.24 (s, 4H), 3.75 (s, 2H), 3.68 (s, 2H), 3.66 (s, 3H), 2.94 (t, 2H), 2.62 (t, 2H); MS 342 (M+1).